This data is from the Open Reaction Database (ORD), a public repository of structured organic reaction records. The task is: describe an organic reaction: reactants, conditions, products, and yield Reactants: C(CC)[Si]1(CCC(CC1)=O)C1=CC=CC=C1 (4-propyl-4-phenyl-4-silacyclohexanone), BrC1=CC(=C(C=C1)OC(=C(F)F)F)F (4-bromo-2-fluoro-1-(1,2,2-trifluorovinyloxy)benzene). Product: C(CC)[Si@@H]1CC[C@H](CC1)C1=CC(=C(C=C1)C1=CC(=C(C=C1)OC(=C(F)F)F)F)F (4'-(trans-4-n-propyl-4-silacyclohexyl)-2',3-difluoro-4-(1,2,2-trifluorovinyloxy)biphenyl). RXN SMILES: C([Si:4]1([C:11]2[CH:16]=[CH:15]C=CC=2)[CH2:9][CH2:8][C:7](=O)[CH2:6][CH2:5]1)CC.Br[C:18]1[CH:23]=[CH:22][C:21]([O:24][C:25]([F:29])=[C:26]([F:28])[F:27])=[C:20]([F:30])[CH:19]=1>>[CH2:11]([Si@H:4]1[CH2:5][CH2:6][C@H:7]([C:18]2[CH:23]=[CH:22][C:21]([C:18]3[CH:23]=[CH:22][C:21]([O:24][C:25]([F:29])=[C:26]([F:28])[F:27])=[C:20]([F:30])[CH:19]=3)=[C:20]([F:30])[CH:19]=2)[CH2:8][CH2:9]1)[CH2:16][CH3:15]. Reported procedure: The general procedure of Example 36 was repeated using 4-propyl-4-phenyl-4-silacyclohexanone instead of 4-pentyl-4-phenyl-4-silacyclohexanone and 4-bromo-2-fluoro-1-(1,2,2-trifluorovinyloxy)benzene instead of 4-bromo-2,6-difluoro-1-(1,2,2-trifluorovinyl)benzene, thereby obtaining the intended compound. Starting materials: CN(CCN)CCC(C1=NC=CC=C1)C1=CC=CC=C1 (N-methyl-N-[3-phenyl-3-(2-pyridyl)propyl]-1,2-ethanediamine), C(#N)NC(OC1=CC=CC=C1)=NCCCOC1=CC(=CC=C1)CN1CCCCC1 (N-cyano-O-phenyl-N'-[3-[3-(piperidinomethyl)phenoxy]propyl]isourea). The solvent is C(C)(=O)OCC (ethyl acetate). The product is C(#N)NC(=NCCCOC1=CC(=CC=C1)CN1CCCCC1)NCCN(C)CCC(C1=NC=CC=C1)C1=CC=CC=C1 (N-cyano-N'-[2-[N-[3-phenyl-3-(2-pyridyl)propyl]-N-methylamino]ethyl]-N"-[3-[3-(piperidinomethyl)phenoxy]propyl]guanidine). RXN SMILES: [CH3:1][N:2]([CH2:6][CH2:7][CH:8]([C:15]1[CH:20]=[CH:19][CH:18]=[CH:17][CH:16]=1)[C:9]1[CH:14]=[CH:13][CH:12]=[CH:11][N:10]=1)[CH2:3][CH2:4][NH2:5].[C:21]([NH:23][C:24](=[N:32][CH2:33][CH2:34][CH2:35][O:36][C:37]1[CH:42]=[CH:41][CH:40]=[C:39]([CH2:43][N:44]2[CH2:49][CH2:48][CH2:47][CH2:46][CH2:45]2)[CH:38]=1)OC1C=CC=CC=1)#[N:22]>C(OCC)(=O)C>[C:21]([NH:23][C:24]([NH:5][CH2:4][CH2:3][N:2]([CH2:6][CH2:7][CH:8]([C:15]1[CH:20]=[CH:19][CH:18]=[CH:17][CH:16]=1)[C:9]1[CH:14]=[CH:13][CH:12]=[CH:11][N:10]=1)[CH3:1])=[N:32][CH2:33][CH2:34][CH2:35][O:36][C:37]1[CH:42]=[CH:41][CH:40]=[C:39]([CH2:43][N:44]2[CH2:45][CH2:46][CH2:47][CH2:48][CH2:49]2)[CH:38]=1)#[N:22]. Reported procedure: Preparation is effected analogously to Example 1, using 0.7 g (2.6 mmol) of N-methyl-N-[3-phenyl-3-(2-pyridyl)propyl]-1,2-ethanediamine and 1 g (2.5 mmol) of N-cyano-O-phenyl-N'-[3-[3-(piperidinomethyl)phenoxy]propyl]isourea as starting materials. Working up by chromatography (eluant: ethyl acetate) analogously to Example 1 yields the purified title compound in the form of a viscous oil; MS (+FAB method): m/z (rel. int.[%])=568 ([M+H]+ 3), 196 (100). RXN SMILES: C[O:2][C:3](=[O:31])[CH2:4][O:5][C:6]1[CH:15]=[CH:14][C:13]([Cl:16])=[C:12]2[C:7]=1[C:8]([O:27][CH:28]([F:30])[F:29])=[C:9]([CH2:19][C:20]1[CH:25]=[CH:24][C:23]([Cl:26])=[CH:22][CH:21]=1)[C:10]([CH2:17][CH3:18])=[N:11]2.[OH-].[Li+]>O1CCCC1>[Cl:16][C:13]1[CH:14]=[CH:15][C:6]([O:5][CH2:4][C:3]([OH:31])=[O:2])=[C:7]2[C:12]=1[N:11]=[C:10]([CH2:17][CH3:18])[C:9]([CH2:19][C:20]1[CH:21]=[CH:22][C:23]([Cl:26])=[CH:24][CH:25]=1)=[C:8]2[O:27][CH:28]([F:30])[F:29] |f:1.2|. Run in O1CCCC1 (tetrahydrofuran). Procedure details: A solution of [8-chloro-3-(4-chlorobenzyl)-4-difluoromethoxy-2-ethylquinolin-5-yloxy]acetic acid methyl ester (0.017 g), tetrahydrofuran (3.0 mL) and 1.0 M aqueous lithium hydroxide solution (0.20 mL) was stirred at room temperature for 1 hour. The solvent was removed under reduced pressure and the residue diluted with water. The pH of the resulting mixture was adjusted to 5 by the addition of sodium dihydrogenphosphate and extracted with ethyl acetate. The combined extracts were dried over magn... The reactants are COC(COC1=C2C(=C(C(=NC2=C(C=C1)Cl)CC)CC1=CC=C(C=C1)Cl)OC(F)F)=O ([8-chloro-3-(4-chlorobenzyl)-4-difluoromethoxy-2-ethylquinolin-5-yloxy]acetic acid methyl ester), [OH-].[Li+] (lithium hydroxide). Yields the product ClC=1C=CC(=C2C(=C(C(=NC12)CC)CC1=CC=C(C=C1)Cl)OC(F)F)OCC(=O)O ([8-chloro-3-(4-chlorobenzyl)-4-difluoromethoxy-2-ethylquinolin-5-yloxy]acetic Acid). Reactants: ClCCCI (1-chloro-3-iodopropane), ( 1 ), C[Si](C)(C)[N-][Si](C)(C)C.[Na+] (NaHMDS), FC1=CC=C(C=C1)CC(=O)O (2-(4-fluorophenyl)acetic acid). Solvent: C1CCOC1 (THF). Reaction conditions: time 20 minute. Product: ClCCCC(C(=O)O)C1=CC=C(C=C1)F (5-chloro-2-(4-fluorophenyl)pentanoic acid). Isolated yield 59.2%. RXN SMILES: C[Si]([N-][Si](C)(C)C)(C)C.[Na+].[F:11][C:12]1[CH:17]=[CH:16][C:15]([CH2:18][C:19]([OH:21])=[O:20])=[CH:14][CH:13]=1.[Cl:22][CH2:23][CH2:24][CH2:25]I>C1COCC1>[Cl:22][CH2:23][CH2:24][CH2:25][CH:18]([C:15]1[CH:14]=[CH:13][C:12]([F:11])=[CH:17][CH:16]=1)[C:19]([OH:21])=[O:20] |f:0.1|. Procedure: Step AC (1): NaHMDS (1.0 M in THF, 100 mL, 100 mmol) was added to a stirred solution of 2-(4-fluorophenyl)acetic acid (7.71 g, 50.0 mmol) in THF (100 mL) at 0° C. The resulting mixture was aged for 20 min at 0° C. and neat 1-chloro-3-iodopropane (5.27 mL, 50.0 mmol) was added. The mixture was allowed to warm to rt. After 16 hr, the reaction was quenched with water (3 mL). The crude mixture was concentrated in vacuo. Aqueous NaOH (1 M, 150 mL) was added to the residue and the resulting mixture wa... The reactants are C(C(=O)Cl)(=O)Cl (oxalyl chloride), CC1=CC[C@@H](CC1)C(=O)O ((R)-4-methylcyclohex-3-enecarboxylic acid), C1(=CC=CC=C1)C (toluene), [O-]P(=O)([O-])[O-].[K+].[K+].[K+] (potassium phosphate tribasic). The reagents and catalysts are CN(C=O)C (dimethylformamide). The solvent is ClCCl (dichloromethane). Conditions: temperature 0 celsius, time 2 hour. The product is CC1=CC[C@@H](CC1)C(=O)Cl ((R)-4-methylcyclohex-3-enecarbonyl chloride). Reaction SMILES: [CH3:1][C:2]1[CH2:7][CH2:6][C@@H:5]([C:8]([OH:10])=O)[CH2:4][CH:3]=1.C1(C)C=CC=CC=1.[O-]P([O-])([O-])=O.[K+].[K+].[K+].C(Cl)(=O)C([Cl:29])=O>ClCCl.CN(C)C=O>[CH3:1][C:2]1[CH2:7][CH2:6][C@@H:5]([C:8]([Cl:29])=[O:10])[CH2:4][CH:3]=1 |f:2.3.4.5|. Procedure details: (R)-4-methylcyclohex-3-enecarboxylic acid 503 (371 mg, 2.65 mmol), azeotropically dried by evaporation from toluene, was treated with potassium phosphate tribasic (1.13 g, 7.94 mmol), suspended in dichloromethane (7.6 mL) and treated with dimethylformamide (4 drops). The reaction mixture was cooled to 0° C. and treated dropwise with oxalyl chloride (0.75 mL, 7.9 mmol). The reaction mixture was allowed to warm to ambient temperature while stirring for 2 hours. After filtering the solids, the solu... Starting materials: C([O-])([O-])=O.[K+].[K+] (potassium carbonate), ClC1=CC=C(C=C1)C(OC1CCNCC1)C1=NC=CC=C1 (4-[(4-chlorophenyl)-2-pyridylmethoxy]piperidine), BrCCCSC=1SC2=C(N1)C=CC=C2 (2-(3-bromopropylthio)benzothiazole). The solvent is CC(=O)C (acetone). Reaction conditions: time 15 hour. Product: ClC1=CC=C(C=C1)C(OC1CCN(CC1)CCCSC=1SC2=C(N1)C=CC=C2)C2=NC=CC=C2 (2-[3-[4-[(4-chlorophenyl)-2-pyridylmethoxy]-1-piperidyl]propylthio]benzothiazole). Isolated yield 40.6%. As a reaction SMILES: [Cl:1][C:2]1[CH:7]=[CH:6][C:5]([CH:8]([C:16]2[CH:21]=[CH:20][CH:19]=[CH:18][N:17]=2)[O:9][CH:10]2[CH2:15][CH2:14][NH:13][CH2:12][CH2:11]2)=[CH:4][CH:3]=1.Br[CH2:23][CH2:24][CH2:25][S:26][C:27]1[S:28][C:29]2[CH:35]=[CH:34][CH:33]=[CH:32][C:30]=2[N:31]=1.C(=O)([O-])[O-].[K+].[K+]>CC(C)=O>[Cl:1][C:2]1[CH:7]=[CH:6][C:5]([CH:8]([C:16]2[CH:21]=[CH:20][CH:19]=[CH:18][N:17]=2)[O:9][CH:10]2[CH2:11][CH2:12][N:13]([CH2:23][CH2:24][CH2:25][S:26][C:27]3[S:28][C:29]4[CH:35]=[CH:34][CH:33]=[CH:32][C:30]=4[N:31]=3)[CH2:14][CH2:15]2)=[CH:4][CH:3]=1 |f:2.3.4|. Procedure: To a mixture of 0.76 g (2.51 mmol) of 4-[(4-chlorophenyl)-2-pyridylmethoxy]piperidine and 0.73 g (2.53 mmol) of 2-(3-bromopropylthio)benzothiazole, were added 6 ml of acetone and 0.35 g (2.53 mmol) of potassium carbonate, and the mixture was stirred at room temperature for 15 hours. After the reaction, the insolubles were filtered off, and the filtrate was concentrated under reduced pressure. The residue was separated by silica gel column chromatography using chloroform alone first, and then a m... The reactants are COC1=C(N)C=CC=C1 (2-methoxyaniline), BrCC(=O)OCC (ethyl bromoacetate). Solvent: C(Cl)(Cl)Cl (CHCl3). Conditions: time 8 hour. Yields the product COC1=C(C=CC=C1)NCC(=O)OCC (ethyl N-(2-methoxyphenyl)aminoacetate). The yield is 40.1%. Reaction SMILES: [CH3:1][O:2][C:3]1[CH:9]=[CH:8][CH:7]=[CH:6][C:4]=1[NH2:5].Br[CH2:11][C:12]([O:14][CH2:15][CH3:16])=[O:13]>C(Cl)(Cl)Cl>[CH3:1][O:2][C:3]1[CH:9]=[CH:8][CH:7]=[CH:6][C:4]=1[NH:5][CH2:11][C:12]([O:14][CH2:15][CH3:16])=[O:13]. Procedure details: To a cooled (0° C.) solution of 2-methoxyaniline (13.2 g, 0.108 mol) in CHCl3 (100 mL) was added ethyl bromoacetate (6 mL, 0.05 mol) and the mixture was stirred at room temperature overnight. The resulting solution was washed with 0.5N NaOH and the organic phase was concentrated to a crude product. This was purified by chromatography on silica gel (hexane-EtOAc, 10%) to afford ethyl N-(2-methoxyphenyl)aminoacetate (4.2 g, 40%). This compound was dissolved in MeOH (80 mL), a solution of K2CO3 (4.... The reactants are O=[N+]([O-])c1ccc(CBr)cc1, C1CCOC1, C1CCOC1, CO, [H-], [Na+], CN(C)C=O, O=C1NCCO1, O. The product is O=C1OCCN1Cc1ccc([N+](=O)[O-])cc1. As a reaction SMILES: [Br:9][CH2:10][c:11]1[cH:12][cH:13][c:14]([N+:17](=[O:18])[O-:19])[cH:15][cH:16]1.[CH2:22]1[O:23][CH2:24][CH2:25][CH2:26]1.[CH2:27]1[O:28][CH2:29][CH2:30][CH2:31]1.[CH3:20][OH:21].[H-:2].[Na+:1].[O:32]=[CH:33][N:34]([CH3:35])[CH3:36].[O:3]1[C:4](=[O:8])[NH:5][CH2:6][CH2:7]1.[OH2:37]>>[O:3]1[C:4](=[O:8])[N:5]([CH2:10][c:11]2[cH:12][cH:13][c:14]([N+:17](=[O:18])[O-:19])[cH:15][cH:16]2)[CH2:6][CH2:7]1.